From a dataset of the Open Reaction Database (ORD), a public repository of structured organic reaction records. describe an organic reaction: reactants, conditions, products, and yield The reactants are CN(CCN1C(C2=CC=CC(=C2C=C1)[N+](=O)[O-])=O)C (2-(2-Dimethylamino-ethyl)-5-nitro-2H-isoquinolin-1-one), [Sn](Cl)Cl (tin dichloride). The solvent is C1CCOC1 (THF). The product is NC1=C2C=CN(C(C2=CC=C1)=O)CCN(C)C (5-Amino-2-(2-dimethylamino-ethyl)-2H-isoquinolin-1-one). As a reaction SMILES: [CH3:1][N:2]([CH3:19])[CH2:3][CH2:4][N:5]1[CH:14]=[CH:13][C:12]2[C:7](=[CH:8][CH:9]=[CH:10][C:11]=2[N+:15]([O-])=O)[C:6]1=[O:18].[Sn](Cl)Cl>C1COCC1>[NH2:15][C:11]1[CH:10]=[CH:9][CH:8]=[C:7]2[C:12]=1[CH:13]=[CH:14][N:5]([CH2:4][CH2:3][N:2]([CH3:19])[CH3:1])[C:6]2=[O:18]. Procedure details: 2-(2-Dimethylamino-ethyl)-5-nitro-2H-isoquinolin-1-one (0.67 g, 2.6 mmol) and dehydrate tin dichloride (2 g, 10 mml) were stirred in THF (10 mL) at room temperature for 24 hours. The volatiles were removed via rotovapor, and the residue was dissolved in CH2Cl2 (1 L), washed with aqueous saturated NaHCO3 solution (30 mL×3). The organic layer was dried over Na2SO4, filtered and concentrated to dryness gave 5-Amino-2-(2-dimethylamino-ethyl)-2H-isoquinolin-1-one as a yellow solid. The compound was u... The reactants are CNC(=O)C(Cc1ccc(OC)cc1)NC(=O)C(CC(C)C)C(CC(=O)NCC(=O)O)SC(C)=O, N. The product is CNC(=O)C(Cc1ccc(OC)cc1)NC(=O)C(CC(C)C)C(S)CC(=O)NCC(=O)O. As a reaction SMILES: [C:1](=[O:2])([CH3:3])[S:4][CH:5]([CH2:6][C:7](=[O:8])[NH:9][CH2:10][C:11](=[O:12])[OH:13])[CH:14]([CH2:15][CH:16]([CH3:17])[CH3:18])[C:19](=[O:20])[NH:21][CH:22]([CH2:23][c:24]1[cH:25][cH:26][c:27]([O:30][CH3:31])[cH:28][cH:29]1)[C:32](=[O:33])[NH:34][CH3:35].[NH3:36]>>[SH:4][CH:5]([CH2:6][C:7](=[O:8])[NH:9][CH2:10][C:11](=[O:12])[OH:13])[CH:14]([CH2:15][CH:16]([CH3:17])[CH3:18])[C:19](=[O:20])[NH:21][CH:22]([CH2:23][c:24]1[cH:25][cH:26][c:27]([O:30][CH3:31])[cH:28][cH:29]1)[C:32](=[O:33])[NH:34][CH3:35].